Dataset: the Open Reaction Database (ORD), a public repository of structured organic reaction records. Task: describe an organic reaction: reactants, conditions, products, and yield Reactants: C(C)(=O)NC=1SC(=CN1)SC1=CC=C(C=C1)[N+](=O)[O-] (2-acetylamino-5-(4-nitrophenylthio)thiazole), [Cl-].[NH4+] (ammonium chloride), O (water), O1CCCC1 (tetrahydrofuran). Reagents/catalysts: [Fe] (iron). Solvent: C(C)O (ethanol). Product: C(C)(=O)NC=1SC(=CN1)SC1=CC=C(C=C1)N (2-acetylamino-5-(4-aminophenylthio)thiazole). The yield is 79.5%. RXN SMILES: [C:1]([NH:4][C:5]1[S:6][C:7]([S:10][C:11]2[CH:16]=[CH:15][C:14]([N+:17]([O-])=O)=[CH:13][CH:12]=2)=[CH:8][N:9]=1)(=[O:3])[CH3:2].[Cl-].[NH4+].O.O1CCCC1>C(O)C.[Fe]>[C:1]([NH:4][C:5]1[S:6][C:7]([S:10][C:11]2[CH:16]=[CH:15][C:14]([NH2:17])=[CH:13][CH:12]=2)=[CH:8][N:9]=1)(=[O:3])[CH3:2] |f:1.2|. Procedure details: To a mixture of 2-acetylamino-5-(4-nitrophenylthio)thiazole (2.8 g) and ammonium chloride (0.3 g) in a mixture of ethanol (60 ml), water (30 ml) and tetrahydrofuran (20 ml) was portionwise added the iron powder (3 g) at 80° C. with stirring. The mixture was refluxed for 2.5 hours with stirring. The reaction mixture was filtered by suction and the filtrate was concentrated under reduced pressure. The residue was triturated with water, the precipitates were collected by filtration, washed with wat... The reactants are C(C1=CC=CC=C1)(C1=CC=CC=C1)ON1C(=CC(C(=C1)OC(C1=CC=CC=C1)C1=CC=CC=C1)=O)CO (1,5-Dibenzhydryloxy-2-hydroxymethyl-4-pyridone), [N+](=[N-])(C(=O)OCC)C(=O)OCC (diethyl diazodicarboxylate), ON1C(C=2C(C1=O)=CC=CC2)=O (N-hydroxyphthalimide), C1(=CC=CC=C1)P(C1=CC=CC=C1)C1=CC=CC=C1 (triphenylphosphine). Run in O (water), C(C)(=O)OCC (ethyl acetate), CN(C=O)C (dimethylformamide), O1CCCC1 (tetrahydrofuran). Run at time 10 minute. Yields the product C1(C=2C(C(N1OCC=1N(C=C(C(C1)=O)OC(C1=CC=CC=C1)C1=CC=CC=C1)OC(C1=CC=CC=C1)C1=CC=CC=C1)=O)=CC=CC2)=O (2-Phthalimidooxymethyl-1,5-dibenzhydryloxy-4-pyridone). Isolated yield 50.2%. As a reaction SMILES: [CH:1]([O:14][N:15]1[CH:20]=[C:19]([O:21][CH:22]([C:29]2[CH:34]=[CH:33][CH:32]=[CH:31][CH:30]=2)[C:23]2[CH:28]=[CH:27][CH:26]=[CH:25][CH:24]=2)[C:18](=[O:35])[CH:17]=[C:16]1[CH2:36][OH:37])([C:8]1[CH:13]=[CH:12][CH:11]=[CH:10][CH:9]=1)[C:2]1[CH:7]=[CH:6][CH:5]=[CH:4][CH:3]=1.O[N:39]1[C:43](=[O:44])[C:42]2=[CH:45][CH:46]=[CH:47][CH:48]=[C:41]2[C:40]1=[O:49].C1(P(C2C=CC=CC=2)C2C=CC=CC=2)C=CC=CC=1.[N+](C(OCC)=O)(C(OCC)=O)=[N-]>CN(C)C=O.O.C(OCC)(=O)C.O1CCCC1>[C:43]1(=[O:44])[N:39]([O:37][CH2:36][C:16]2[N:15]([O:14][CH:1]([C:2]3[CH:7]=[CH:6][CH:5]=[CH:4][CH:3]=3)[C:8]3[CH:9]=[CH:10][CH:11]=[CH:12][CH:13]=3)[CH:20]=[C:19]([O:21][CH:22]([C:23]3[CH:28]=[CH:27][CH:26]=[CH:25][CH:24]=3)[C:29]3[CH:34]=[CH:33][CH:32]=[CH:31][CH:30]=3)[C:18](=[O:35])[CH:17]=2)[C:40](=[O:49])[C:41]2=[CH:48][CH:47]=[CH:46][CH:45]=[C:42]12. Procedure: 12.3 g (0.0251 mol) of the product of Step (3) was added and dissolved in dimethylformamide (125 ml). Then, dried tetrahydrofuran (250 ml), 4.1 g (0.0251 mol) of N-hydroxyphthalimide and 9.9 g (0.0376 mol) of triphenylphosphine were added thereto. Further, 5.8 ml (0.0377 mol) of diethyl diazodicarboxylate was dropwise added under cooling with ice. The mixture was stirred at the same temperature for 10 minutes, and then ethyl acetate (500 ml) and water (1,500 ml) were added thereto. The ethyl ace... Starting materials: CCOCCC1CNCCN1, CC(C)c1nc2c(s1)Nc1ccccc1N=C2N, Cl. Yields the product CCOCCC1CN(C2=Nc3ccccc3Nc3sc(C(C)C)nc32)CCN1. Reaction SMILES: [CH2:20]([CH3:21])[O:22][CH2:23][CH2:24][CH:25]1[NH:26][CH2:27][CH2:28][NH:29][CH2:30]1.[CH:2]([CH3:3])([CH3:4])[c:5]1[n:6][c:7]2[c:13]([s:14]1)[NH:12][c:11]1[c:10]([cH:18][cH:17][cH:16][cH:15]1)[N:9]=[C:8]2[NH2:19].[ClH:1]>>[CH:2]([CH3:3])([CH3:4])[c:5]1[n:6][c:7]2[c:13]([s:14]1)[NH:12][c:11]1[c:10]([cH:18][cH:17][cH:16][cH:15]1)[N:9]=[C:8]2[N:19]1[CH2:28][CH2:27][NH:26][CH:25]([CH2:24][CH2:23][O:22][CH2:20][CH3:21])[CH2:30]1. The reactants are C(C)(=O)OCC1=C(N2C([C@H]([C@H]2SC1)NC(=S)N)=O)C(=O)OC(C1=CC=CC=C1)C1=CC=CC=C1 ((6R-trans)-3-[(acetyloxy)methyl]-7-[(aminothioxomethyl)amino]-8-oxo-5-thia-1-azabicyclo[4.2.0]oct-2-ene-2-carboxylic acid, diphenylmethyl ester), BrCC(C(=O)OCC)=O (3-bromo-2-oxopropanoic acid, ethyl ester), C([O-])([O-])=O.[K+].[K+] (potassium carbonate). Run in C(C)#N (acetonitrile). Reaction conditions: time 8 hour. Yields the product C(C)OC(=O)C=1N=C(SC1)NC1C2SCC=C(N2C1=O)C(=O)OC(C1=CC=CC=C1)C1=CC=CC=C1 (7-[[4-(ethoxycarbonyl)-2-thiazolyl]amino]-8-oxo-5-thia-1-azabicyclo[4.2.0]oct-2-ene-2-carboxylic acid, diphenylmethyl ester). As a reaction SMILES: C(OC[C:6]1[CH2:13][S:12][C@H:11]2[N:8]([C:9](=[O:18])[C@H:10]2[NH:14][C:15]([NH2:17])=[S:16])[C:7]=1[C:19]([O:21][CH:22]([C:29]1[CH:34]=[CH:33][CH:32]=[CH:31][CH:30]=1)[C:23]1[CH:28]=[CH:27][CH:26]=[CH:25][CH:24]=1)=[O:20])(=O)C.Br[CH2:36][C:37](=O)[C:38]([O:40][CH2:41][CH3:42])=[O:39].C(=O)([O-])[O-].[K+].[K+]>C(#N)C>[CH2:41]([O:40][C:38]([C:37]1[N:17]=[C:15]([NH:14][CH:10]2[C:9](=[O:18])[N:8]3[CH:11]2[S:12][CH2:13][CH:6]=[C:7]3[C:19]([O:21][CH:22]([C:29]2[CH:30]=[CH:31][CH:32]=[CH:33][CH:34]=2)[C:23]2[CH:24]=[CH:25][CH:26]=[CH:27][CH:28]=2)=[O:20])[S:16][CH:36]=1)=[O:39])[CH3:42] |f:2.3.4|. Procedure details: A mixture of 450 mg of (6R-trans)-3-[(acetyloxy)methyl]-7-[(aminothioxomethyl)amino]-8-oxo-5-thia-1-azabicyclo[4.2.0]oct-2-ene-2-carboxylic acid, diphenylmethyl ester, 195 mg of 3-bromo-2-oxopropanoic acid, ethyl ester, 70 mg of potassium carbonate and 7 ml of acetonitrile was stirred overnight and then filtered through hydrous magnesium silicate. The filtrate was evaporated, giving 510 mg of (6R-trans)-3-[acetyloxy)methyl]-7-[[4-(ethoxycarbonyl)-2-thiazolyl]amino]-8-oxo-5-thia-1-azabicyclo[4.2.... Reactants: Cn1c([N+](=O)[O-])cnc1C=Cc1cccc(C#N)c1, O, O=S(=O)(O)O. Yields the product Cn1c([N+](=O)[O-])cnc1C=Cc1cccc(C(N)=O)c1. RXN SMILES: [CH3:6][n:7]1[c:8]([CH:15]=[CH:16][c:17]2[cH:18][c:19]([C:23]#[N:24])[cH:20][cH:21][cH:22]2)[n:9][cH:10][c:11]1[N+:12](=[O:13])[O-:14].[OH2:25].[S:1]([OH:2])(=[O:3])(=[O:4])[OH:5]>>[O:2]=[C:23]([c:19]1[cH:18][c:17]([CH:16]=[CH:15][c:8]2[n:7]([CH3:6])[c:11]([N+:12](=[O:13])[O-:14])[cH:10][n:9]2)[cH:22][cH:21][cH:20]1)[NH2:24]. The reactants are C1CCOC1, CN, CS(=O)(=O)OCCC(O)c1ccccc1. Yields the product NCCC(O)c1ccccc1. RXN SMILES: [CH2:18]1[O:19][CH2:20][CH2:21][CH2:22]1.[CH3:16][NH2:17].[CH3:1][S:2]([O:3][CH2:6][CH2:7][CH:8]([OH:9])[c:10]1[cH:11][cH:12][cH:13][cH:14][cH:15]1)(=[O:4])=[O:5]>>[CH2:6]([CH2:7][CH:8]([OH:9])[c:10]1[cH:11][cH:12][cH:13][cH:14][cH:15]1)[NH2:17].